From a dataset of the Open Reaction Database (ORD), a public repository of structured organic reaction records. describe an organic reaction: reactants, conditions, products, and yield The reactants are Cl.CNO (n-methyl hydroxylamine-HCl), O1CC(=CC=C1)O (m-pyrol), C(C1=CC=CC=C1)(=O)Cl (benzoyl chloride). The solvent is O (water). Reaction conditions: time 1 hour. The product is CN(O)C(C1=CC=CC=C1)=O (n-methylbenzohydroxamic acid). As a reaction SMILES: Cl.[CH3:2][NH:3][OH:4].O1C=CC=C(O)C1.[C:12](Cl)(=[O:19])[C:13]1[CH:18]=[CH:17][CH:16]=[CH:15][CH:14]=1>O>[CH3:2][N:3]([C:12](=[O:19])[C:13]1[CH:18]=[CH:17][CH:16]=[CH:15][CH:14]=1)[OH:4] |f:0.1|. Procedure details: The n-methyl hydroxylamine-HCl and m-pyrol were combined in a 250 milliliter (ml) round bottomed flask, cooled in an ice bath, and allowed to mix until most of the salt dissolved. The benzoyl chloride was slowly added over 15 minutes and allowed to stir for 1 hour. The water was then added and the product extracted three times with ethyl acetate. The ethyl acetate was evaporated from the product, and the product dissolved in 200 ml of 5% NaOH. The product was then extracted three times with 100 ... The reactants are BrC1=C2C=CN(C2=C(C=C1)OC)S(=O)(=O)C1=CC=CC=C1 (4-Bromo-7-methoxy-1-(phenylsulfonyl)-1H-indole), BrC1=C2C=CN(C2=C(C=C1)OC)S(=O)(=O)C1=CC=CC=C1 (4-Bromo-7-methoxy-1-(phenylsulfonyl)-1H-indole), C(CCC)C(=C(CCCC)CCCC)[Sn] (tributylvinyltin), bis(acetate)bis(triphenylphosphine)-palladium(II). The solvent is C(C)#N (acetonitrile). Yields the product C(=C)C1=C2C=CN(C2=C(C=C1)OC)S(=O)(=O)C1=CC=CC=C1 (4-vinyl-7-methoxy-1-(phenylsulfonyl)-1H-indole). As a reaction SMILES: Br[C:2]1[CH:10]=[CH:9][C:8]([O:11][CH3:12])=[C:7]2[C:3]=1[CH:4]=[CH:5][N:6]2[S:13]([C:16]1[CH:21]=[CH:20][CH:19]=[CH:18][CH:17]=1)(=[O:15])=[O:14].[CH2:22](C([Sn])=C(CCCC)CCCC)[CH2:23]CC>C(#N)C>[CH:22]([C:2]1[CH:10]=[CH:9][C:8]([O:11][CH3:12])=[C:7]2[C:3]=1[CH:4]=[CH:5][N:6]2[S:13]([C:16]1[CH:21]=[CH:20][CH:19]=[CH:18][CH:17]=1)(=[O:15])=[O:14])=[CH2:23] |^1:23|. Procedure: 4-Bromo-7-methoxy-1-(phenylsulfonyl)-1H-indole (200 mg, 0.55 mmol, Intermediate 43), tributylvinyltin (348 mg, 1.1 mmol) and bis(acetate)bis(triphenylphosphine)-palladium(II) (46 mg, 0.06 mmol) were mixed in dry acetonitrile (2 mL) and heated in microwave at 180 deg for 10 min. The reaction mixture was filtered through celite and concentrated. The crude product was purified by column chromatography on silica (CHCl3/hexane 7:3) to give 4-vinyl-7-methoxy-1-(phenylsulfonyl)-1H-indole, 0.19 g, which...